This data is from the Open Reaction Database (ORD), a public repository of structured organic reaction records. The task is: describe an organic reaction: reactants, conditions, products, and yield Reactants: C(C)OC(=O)C1=C(N=C(S1)N=[N+]=[N-])C1=CC=C(C=C1)C(F)(F)F (2-azido-4-(4-trifluoromethyl-phenyl)-thiazole-5-carboxylic acid ethyl ester), O1CCCC1 (tetrahydrofuran), O.[OH-].[Li+] (lithium hydroxide monohydrate). The solvent is O (water), C(C)OCC (diethyl ether). Conditions: time 17 hour. Yields the product N(=[N+]=[N-])C=1SC(=C(N1)C1=CC=C(C=C1)C(F)(F)F)C(=O)O (2-azido-4-(4-trifluoromethyl-phenyl)-thiazole-5-carboxylic acid). The yield is 78.4%. Reaction SMILES: C([O:3][C:4]([C:6]1[S:10][C:9]([N:11]=[N+:12]=[N-:13])=[N:8][C:7]=1[C:14]1[CH:19]=[CH:18][C:17]([C:20]([F:23])([F:22])[F:21])=[CH:16][CH:15]=1)=[O:5])C.O1CCCC1.O.[OH-].[Li+]>O.C(OCC)C>[N:11]([C:9]1[S:10][C:6]([C:4]([OH:5])=[O:3])=[C:7]([C:14]2[CH:19]=[CH:18][C:17]([C:20]([F:23])([F:21])[F:22])=[CH:16][CH:15]=2)[N:8]=1)=[N+:12]=[N-:13] |f:2.3.4|. Reported procedure: To a mixture of 2.44 g (7.14 mmole) of 2-azido-4-(4-trifluoromethyl-phenyl)-thiazole-5-carboxylic acid ethyl ester and 45 mL of tetrahydrofuran was added, 3.01 g (71.5 mmole) of lithium hydroxide monohydrate in 33 mL of water. The mixture was stirred at room temperature for 17 hours and then diluted with 300 mL of diethyl ether. The ether layer was extracted three times with 100 mL of water. The combined aqueous phases were acidified by the addition of 1M hydrochloric acid and extracted three ti...